From a dataset of the Open Reaction Database (ORD), a public repository of structured organic reaction records. describe an organic reaction: reactants, conditions, products, and yield The reactants are O=[N+]([O-])[O-].[O-][N+]([O-])=O.[O-][N+]([O-])=O.[O-][N+]([O-])=O.[O-][N+]([O-])=O.[O-][N+]([O-])=O.[Ce+4].[NH4+].[NH4+] (CAN), N1(C=NC=C1)CCCNC(=O)C1(OC2=C(C(=C(C(=C2CC1)C)O)C)C)C (N-(3-(1H-imidazol-1-yl)propyl)-6-hydroxy-2,5,7,8-tetramethylchroman-2-carboxamide), CCOC(=O)C (EtOAc). Solvent: O (H2O), C(=O)(C)C#N (AcCN), C(Cl)Cl (CH2Cl2). Conditions: time 5 minute. Yields the product N1(C=NC=C1)CCCNC(C(CCC1=C(C(C(=C(C1=O)C)C)=O)C)(C)O)=O (N-(3-(1H-imidazol-1-yl)propyl)-2-hydroxy-2-methyl-4-(2,4,5-trimethyl-3,6-dioxocyclohexa-1,4-dienyl)butanamide). Isolated yield 93.2%. As a reaction SMILES: [N:1]1([CH2:6][CH2:7][CH2:8][NH:9][C:10]([C:12]2([CH3:26])[CH2:21][CH2:20][C:19]3[C:14](=[C:15]([CH3:25])[C:16]([CH3:24])=[C:17]([OH:23])[C:18]=3[CH3:22])[O:13]2)=[O:11])[CH:5]=[CH:4][N:3]=[CH:2]1.[O:27]=[N+]([O-])[O-].[O-][N+](=O)[O-].[O-][N+](=O)[O-].[O-][N+](=O)[O-].[O-][N+](=O)[O-].[O-][N+](=O)[O-].[Ce+4].[NH4+].[NH4+].CCOC(C)=O>C(C#N)(C)=O.C(Cl)Cl.O>[N:1]1([CH2:6][CH2:7][CH2:8][NH:9][C:10](=[O:11])[C:12]([OH:27])([CH3:26])[CH2:21][CH2:20][C:19]2[C:14](=[O:13])[C:15]([CH3:25])=[C:16]([CH3:24])[C:17](=[O:23])[C:18]=2[CH3:22])[CH:5]=[CH:4][N:3]=[CH:2]1 |f:1.2.3.4.5.6.7.8.9|. Reported procedure: To a solution of N-(3-(1H-imidazol-1-yl)propyl)-6-hydroxy-2,5,7,8-tetramethylchroman-2-carboxamide (100.7 mg, 0.282 mmol) in 6 mL AcCN and 6 mL CH2Cl2, cooled to 0° C., was added a cooled solution of CAN (340 mg, 0.620 mmol) in 2 mL H2O, dropwise over 5 minutes. The reaction was immediately treated with 5 mL EtOAc and washed 3×3 mL H2O. The aqueous layer was basified with 6 mL saturated NaHCO3 solution and extracted 6×3 mL EtOAc. The combined organics were dried over Na2SO4 and concentrated to a... Reactants: CN1C(=NC=2C1=NC=CC2)S(=O)(=O)C (3-methyl-2-(methylsulfonyl)-3H-imidazo[4,5-b]pyridine), C(C)N1C(N(C2=NC=CC(=C21)C(F)(F)F)C2=CC=C(C=C2)O)=O (1-ethyl-3-(4-hydroxyphenyl)-7-(trifluoromethyl)-1,3-dihydro-2H-imidazo[4,5-b]pyridin-2-one), [H-].[Na+] (NaH). Solvent: O (water), DMF(dry). Run at temperature 100 celsius, time 1 hour. Yields the product C(C)N1C(N(C2=NC=CC(=C21)C(F)(F)F)C2=CC=C(C=C2)OC2=NC=1C(=NC=CC1)N2C)=O (1-ethyl-3-{4-[(3-methyl-3H-imidazo[4,5-b]pyridin-2-yl)oxy]phenyl}-7-(trifluoromethyl)-1,3-dihydro-2H-imidazo[4,5-b]pyridin-2-one). Isolated yield 43.0%. Reaction SMILES: [CH3:1][N:2]1[C:6]2=[N:7][CH:8]=[CH:9][CH:10]=[C:5]2[N:4]=[C:3]1S(C)(=O)=O.[CH2:15]([N:17]1[C:25]2[C:20](=[N:21][CH:22]=[CH:23][C:24]=2[C:26]([F:29])([F:28])[F:27])[N:19]([C:30]2[CH:35]=[CH:34][C:33]([OH:36])=[CH:32][CH:31]=2)[C:18]1=[O:37])[CH3:16].[H-].[Na+]>O>[CH2:15]([N:17]1[C:25]2[C:20](=[N:21][CH:22]=[CH:23][C:24]=2[C:26]([F:27])([F:29])[F:28])[N:19]([C:30]2[CH:35]=[CH:34][C:33]([O:36][C:3]3[N:2]([CH3:1])[C:6]4=[N:7][CH:8]=[CH:9][CH:10]=[C:5]4[N:4]=3)=[CH:32][CH:31]=2)[C:18]1=[O:37])[CH3:16] |f:2.3|. Reported procedure: To a mixture of 3-methyl-2-(methylsulfonyl)-3H-imidazo[4,5-b]pyridine (81 mg) and 1-ethyl-3-(4-hydroxyphenyl)-7-(trifluoromethyl)-1,3-dihydro-2H-imidazo[4,5-b]pyridin-2-one (103 mg) in DMF(dry) (1.5 ml) was added NaH (19.12 mg), and the mixture was stirred at 100° C. for 1 h. The mixture was heated at 180° C. for 30 min under microwave irradiation. The mixture was poured into water, and the mixture was extracted with EtOAc. The organic layer was separated, washed with brine, dried over Na2SO4 an... Reactants: CN(C)CCO, Oc1cnc(Cl)nc1, CC(C)(C)OC(=O)n1nc(-c2ccc(O)cc2)c(C#N)c1N. The product is CN(C)CCOc1cnc(Cl)nc1. RXN SMILES: [CH3:23][N:24]([CH3:25])[CH2:26][CH2:27][OH:28].[Cl:29][c:30]1[n:31][cH:32][c:33]([OH:36])[cH:34][n:35]1.[NH2:1][c:2]1[n:3]([C:4]([O:5][C:6]([CH3:7])([CH3:8])[CH3:9])=[O:10])[n:11][c:12](-[c:13]2[cH:14][cH:15][c:16]([OH:17])[cH:18][cH:19]2)[c:20]1[C:21]#[N:22]>>[CH3:23][N:24]([CH3:25])[CH2:26][CH2:27][O:28][c:33]1[cH:32][n:31][c:30]([Cl:29])[n:35][cH:34]1. Reactants: CO, CCOC(C)=O, NCc1ccc(C(=O)O)cc1, [Na+], [OH-], O=S(=O)(O)O. Product: COC(=O)c1ccc(CN)cc1. As a reaction SMILES: [CH3:19][OH:20].[CH3:21][CH2:22][O:23][C:24](=[O:25])[CH3:26].[NH2:1][CH2:2][c:3]1[cH:4][cH:5][c:6]([C:7](=[O:8])[OH:9])[cH:10][cH:11]1.[Na+:18].[OH-:17].[S:12](=[O:13])(=[O:14])([OH:15])[OH:16]>>[NH2:1][CH2:2][c:3]1[cH:4][cH:5][c:6]([C:7](=[O:8])[O:9][CH3:19])[cH:10][cH:11]1. Conditions: temperature 70 celsius. Yields the product C(C)(C)(C)C1=CC(=NO1)NC(=O)NC1=CC(=C(C=C1)F)O (1-(5-tert-butylisoxazol-3-yl)-3-(4-fluoro-3-hydroxyphenyl)urea). Solvent: C1(=CC=CC=C1)C (toluene). Reactants: NC=1C=CC(=C(C1)O)F (5-amino-2-fluorophenol), C(C)(C)(C)C1=CC(=NO1)N=C=O (5-tert-butyl-3-isocyanatoisoxazole). Procedure details: A mixture of 5-amino-2-fluorophenol (1.3 g, 10.2 mmol) and 5-tert-butyl-3-isocyanatoisoxazole (1.7 g, 10.2 mmol) in toluene (60 mL) was heated at 70° C. overnight. The solid was filtered and dried under vacuum to afford 1-(5-tert-butylisoxazol-3-yl)-3-(4-fluoro-3-hydroxyphenyl)urea as solid. As a reaction SMILES: [NH2:1][C:2]1[CH:3]=[CH:4][C:5]([F:9])=[C:6]([OH:8])[CH:7]=1.[C:10]([C:14]1[O:18][N:17]=[C:16]([N:19]=[C:20]=[O:21])[CH:15]=1)([CH3:13])([CH3:12])[CH3:11]>C1(C)C=CC=CC=1>[C:10]([C:14]1[O:18][N:17]=[C:16]([NH:19][C:20]([NH:1][C:2]2[CH:3]=[CH:4][C:5]([F:9])=[C:6]([OH:8])[CH:7]=2)=[O:21])[CH:15]=1)([CH3:13])([CH3:11])[CH3:12]. Starting materials: C(C)(C)(C)NNC(=O)C1=NC=CC=C1 (N'-t-butyl-N-(2-pyridinecarbonyl)-hydrazine), [OH-].[Na+] (sodium hydroxide), [N+](=O)([O-])C1=C(C(=O)Cl)C=CC=C1 (2-nitrobenzoyl chloride). The solvent is C1(=CC=CC=C1)C (toluene), O (water), O (Water). Reaction conditions: temperature 23 celsius, time 8 hour. Yields the product C(C)(C)(C)N(NC(=O)C1=NC=CC=C1)C(C1=C(C=CC=C1)[N+](=O)[O-])=O (N'-t-butyl-N-(2-pyridinecarbonyl)-N'-(2-nitrobenzoyl)hydrazine). Isolated yield 22.6%. RXN SMILES: [C:1]([NH:5][NH:6][C:7]([C:9]1[CH:14]=[CH:13][CH:12]=[CH:11][N:10]=1)=[O:8])([CH3:4])([CH3:3])[CH3:2].[OH-].[Na+].[N+:17]([C:20]1[CH:28]=[CH:27][CH:26]=[CH:25][C:21]=1[C:22](Cl)=[O:23])([O-:19])=[O:18]>C1(C)C=CC=CC=1.O>[C:1]([N:5]([C:22](=[O:23])[C:21]1[CH:25]=[CH:26][CH:27]=[CH:28][C:20]=1[N+:17]([O-:19])=[O:18])[NH:6][C:7]([C:9]1[CH:14]=[CH:13][CH:12]=[CH:11][N:10]=1)=[O:8])([CH3:4])([CH3:2])[CH3:3] |f:1.2|. Reported procedure: A solution of N'-t-butyl-N-(2-pyridinecarbonyl)-hydrazine (1.0 g, 0.00518 mol) in 20 ml of toluene was treated dropwise simultaneously with a solution of sodium hydroxide (1.24 g of 50% aqueous solution) in 5 ml of water and 2-nitrobenzoyl chloride (0.96 g). The resulting mixture was stirred at 23° C. overnight. Water was added and the mixture was extracted with ether. A second extraction was performed with methylene chloride and the combined organic extracts were dried over magnesium sulfate. E... Reactants: COC1=C(C=C(C(=O)O)C=C1)\C=C\C1=CC=C(C=C1)OC(F)(F)F (4-methoxy-3-[(E)-2-(4-trifluoromethoxyphenyl)vinyl]benzoic acid), Cl.C(C)N (ethylamine hydrochloride). RXN SMILES: [CH3:1][O:2][C:3]1[CH:11]=[CH:10][C:6]([C:7]([OH:9])=O)=[CH:5][C:4]=1/[CH:12]=[CH:13]/[C:14]1[CH:19]=[CH:18][C:17]([O:20][C:21]([F:24])([F:23])[F:22])=[CH:16][CH:15]=1.Cl.[CH2:26]([NH2:28])[CH3:27]>>[CH2:26]([NH:28][C:7](=[O:9])[C:6]1[CH:10]=[CH:11][C:3]([O:2][CH3:1])=[C:4](/[CH:12]=[CH:13]/[C:14]2[CH:15]=[CH:16][C:17]([O:20][C:21]([F:22])([F:24])[F:23])=[CH:18][CH:19]=2)[CH:5]=1)[CH3:27] |f:1.2|. Yields the product C(C)NC(C1=CC(=C(C=C1)OC)\C=C\C1=CC=C(C=C1)OC(F)(F)F)=O (N-ethyl-4-methoxy-3-[(E)-2-(4-trifluoromethoxyphenyl)-vinyl]benzamide). Reported procedure: The captioned compound was synthesized from 4-methoxy-3-[(E)-2-(4-trifluoromethoxyphenyl)vinyl]benzoic acid and ethylamine hydrochloride in accordance with the same procedure as in the methods described in step C of Example 1-2-3. Reactants: O=C(Cl)CCCCCBr, CC(C)=O, Cc1cc(N)ccc1O. Yields the product Cc1cc(NC(=O)CCCCCBr)ccc1O. As a reaction SMILES: [Br:10][CH2:11][CH2:12][CH2:13][CH2:14][CH2:15][C:16](=[O:17])[Cl:18].[CH3:19][C:20](=[O:21])[CH3:22].[NH2:1][c:2]1[cH:3][c:4]([CH3:9])[c:5]([OH:8])[cH:6][cH:7]1>>[NH:1]([c:2]1[cH:3][c:4]([CH3:9])[c:5]([OH:8])[cH:6][cH:7]1)[C:16]([CH2:15][CH2:14][CH2:13][CH2:12][CH2:11][Br:10])=[O:17]. Starting materials: C(=O)C(CO)OC(C=O)C=1SC=C(N1)C(N)=O (α-(1-Formyl-2-hydroxyethoxy)-4-carbamoyl-2-1,3-thiazoleacetaldehyde), NC1=NC=CC=N1 (2-aminopyrimidine). Solvent: O (water). Conditions: time 5 hour. Product: OC1N(C([C@H](O[C@H]1C=1SC=C(N1)C(N)=O)CO)O)C1=NC=CC=N1 (2-[(2R, 6R)-3,5-dihydroxy-6-hydroxymethyl-4-(2-pyrimidinyl)morpholin-2-yl]-4-carbamoylthiazole). Isolated yield 99.7%. As a reaction SMILES: [CH:1]([CH:3]([O:6][CH:7]([C:10]1[S:11][CH:12]=[C:13]([C:15](=[O:17])[NH2:16])[N:14]=1)[CH:8]=[O:9])[CH2:4][OH:5])=[O:2].[NH2:18][C:19]1[N:24]=[CH:23][CH:22]=[CH:21][N:20]=1>O>[OH:9][CH:8]1[C@H:7]([C:10]2[S:11][CH:12]=[C:13]([C:15](=[O:17])[NH2:16])[N:14]=2)[O:6][C@H:3]([CH2:4][OH:5])[CH:1]([OH:2])[N:18]1[C:19]1[N:24]=[CH:23][CH:22]=[CH:21][N:20]=1. Procedure: [R-(R*, R*)]-α-(1-Formyl-2-hydroxyethoxy)-4-carbamoyl-2-1,3-thiazoleacetaldehyde (1.10 g) was dissolved in water (30 ml). To the solution was added 2-aminopyrimidine (0.41 g). The mixture was stirred at ambient temperature for five hours to give a clear solution. The solution was lyophilized to give 2-[(2R, 6R)-3,5-dihydroxy-6-hydroxymethyl-4-(2-pyrimidinyl)morpholin-2-yl]-4-carbamoylthiazole (1.50 g). Run in CCO.CO (EtOH MeOH), CCO.CO (EtOH MeOH). Yields the product NC=1C=C(C=CC1CN1CCCC1)C(=O)C=1C2=C(SC1N(C)C)C=C(C=C2)OCC2=CC=CC=C2 (6-Benzyloxy-2-(dimethylamino)benzo[b]thiophen-3-yl 3-Amino-4-(1-pyrrolidinylmethyl)phenyl Ketone). Procedure details: The 492 mg (0.955 mmol) of 6-benzyloxy-2-(dimethylamino)benzo[b]thiophen-3-yl 3-nitro-4-(1-pyrrolidinylmethyl)phenyl ketone (Part D, above) was dissolved in 21 mL of an EtOH/MeOH mixture (5:2 ratio). To the reaction mixture was added 1.07 g (4.77 mmol) of stannous chloride dihydrate. The reaction mixture was heated to 75° C. and to the solution was added 18.1 mg of sodium borohydride dissolved in 10 mL of EtOH/MeOH mixture (7:3 ratio). The solution was added dropwise via syringe over 25 min. The... Starting materials: O (water), [N+](=O)([O-])C=1C=C(C=CC1CN1CCCC1)C(=O)C=1C2=C(SC1N(C)C)C=C(C=C2)OCC2=CC=CC=C2 (6-benzyloxy-2-(dimethylamino)benzo[b]thiophen-3-yl 3-nitro-4-(1-pyrrolidinylmethyl)phenyl ketone), stannous chloride dihydrate, [BH4-].[Na+] (sodium borohydride), [OH-].[Na+] (NaOH). Run at temperature 75 celsius, time 1.5 hour. RXN SMILES: [N+:1]([C:4]1[CH:5]=[C:6]([C:16]([C:18]2[C:19]3[CH:29]=[CH:28][C:27]([O:30][CH2:31][C:32]4[CH:37]=[CH:36][CH:35]=[CH:34][CH:33]=4)=[CH:26][C:20]=3[S:21][C:22]=2[N:23]([CH3:25])[CH3:24])=[O:17])[CH:7]=[CH:8][C:9]=1[CH2:10][N:11]1[CH2:15][CH2:14][CH2:13][CH2:12]1)([O-])=O.[BH4-].[Na+].O.[OH-].[Na+]>CCO.CO>[NH2:1][C:4]1[CH:5]=[C:6]([C:16]([C:18]2[C:19]3[CH:29]=[CH:28][C:27]([O:30][CH2:31][C:32]4[CH:33]=[CH:34][CH:35]=[CH:36][CH:37]=4)=[CH:26][C:20]=3[S:21][C:22]=2[N:23]([CH3:25])[CH3:24])=[O:17])[CH:7]=[CH:8][C:9]=1[CH2:10][N:11]1[CH2:15][CH2:14][CH2:13][CH2:12]1 |f:1.2,4.5,6.7|.